From a dataset of the Open Reaction Database (ORD), a public repository of structured organic reaction records. describe an organic reaction: reactants, conditions, products, and yield Reactants: FC1=C(OC2=CC=C(N)C=C2)C=CC(=C1)F (4-(2,4-Difluorophenoxy)aniline), N1=CC(=CC=C1)C=O (pyridine-3-carboxaldehyde). Run in CO (methanol). Reaction conditions: temperature 55 celsius. The product is FC1=C(OC2=CC=C(C=C2)N=CC=2C=NC=CC2)C=CC(=C1)F (N-(4-(2,4-Difluorophenoxy)phenyl)pyrid-3-ylmethyleneamine). As a reaction SMILES: [F:1][C:2]1[CH:15]=[C:14]([F:16])[CH:13]=[CH:12][C:3]=1[O:4][C:5]1[CH:11]=[CH:10][C:8]([NH2:9])=[CH:7][CH:6]=1.[N:17]1[CH:22]=[CH:21][CH:20]=[C:19]([CH:23]=O)[CH:18]=1>CO>[F:1][C:2]1[CH:15]=[C:14]([F:16])[CH:13]=[CH:12][C:3]=1[O:4][C:5]1[CH:6]=[CH:7][C:8]([N:9]=[CH:23][C:19]2[CH:18]=[N:17][CH:22]=[CH:21][CH:20]=2)=[CH:10][CH:11]=1. Procedure details: 4-(2,4-Difluorophenoxy)aniline (2.21 g, 10.0 mmol) and pyridine-3-carboxaldehyde (1.12 g, 10.5 mmol) were dissolved in anhydrous methanol (35 ml) and the solution was heated at 55° C. for three hours. The solution was cooled and concentrated in vacuo to a residual oil, which was maintained under a 90 μm Hg vacuum for twenty-four hours. N-(4-(2,4-Difluorophenoxy)phenyl)pyrid-3-ylmethyleneamine was obtained in quantitative yield. 1H NMR(400 MHz): 6.83-6.90(1H,m), 6.93-7.00(3H,m), 7.05-7.13(1H,m), ... Reactants: NC1=NNC2=C(C=CC(=C12)C1=CC=C(C=C1)[N+](=O)[O-])/C=C/C(=O)N(C)C ((2E)-3-[3-amino-4-(4-nitrophenyl)-1H-indazol-7-yl]-N,N-dimethylacrylamide), CO (methanol), C1CCOC1 (THF), [NH4+].[Cl-] (NH4Cl). The reagents and catalysts are [Fe] (iron). The solvent is C(C)O (ethanol). Run at temperature 85 celsius. The product is NC1=NNC2=C(C=CC(=C12)C1=CC=C(C=C1)N)/C=C/C(=O)N(C)C ((2E)-3-[3-amino-4-(4-aminophenyl)-1H-indazol-7-yl]-N,N-dimethylacrylamide). Yield: 72.9%. Reaction SMILES: [NH2:1][C:2]1[C:10]2[C:5](=[C:6](/[CH:20]=[CH:21]/[C:22]([N:24]([CH3:26])[CH3:25])=[O:23])[CH:7]=[CH:8][C:9]=2[C:11]2[CH:16]=[CH:15][C:14]([N+:17]([O-])=O)=[CH:13][CH:12]=2)[NH:4][N:3]=1.CO.C1COCC1.[NH4+].[Cl-]>C(O)C.[Fe]>[NH2:1][C:2]1[C:10]2[C:5](=[C:6](/[CH:20]=[CH:21]/[C:22]([N:24]([CH3:26])[CH3:25])=[O:23])[CH:7]=[CH:8][C:9]=2[C:11]2[CH:12]=[CH:13][C:14]([NH2:17])=[CH:15][CH:16]=2)[NH:4][N:3]=1 |f:3.4|. Reported procedure: A solution of Example 84C (113 mg, 0.32 mmol) in a mixture of ethanol (1 mL), methanol (1 mL), and THF (1 mL) was treated with iron powder (144 mg) and NH4Cl (17 mg), heated to 85° C. for 4 hours, cooled to room temperature, and filtered. The filtrate was partitioned between water and ethyl acetate and the organic phase was dried (MgSO4), filtered, and concentrated. The residue was purified by flash column chromatography on silica gel with 5% methanol/dichloromethane to provide 75 mg of the desi... Reactants: O (water), C([O-])([O-])=O.[K+].[K+] (Potassium carbonate), OC=1C=C(C(=O)NC2=NN(C=C2)C)C=C(C1)O[C@H](CO)C (3-hydroxy-5-{[(1S)-2-hydroxy-1-methylethyl]oxy}-N-(1-methyl-1H-pyrazol-3-yl)benzamide), ClC1=C(C=C(C(=C1)F)F)S(=O)(=O)C (1-chloro-4,5-difluoro-2-(methylsulfonyl)benzene). Run in CN1CCCC1=O (NMP). Conditions: temperature 115 celsius. Product: ClC=1C(=CC(=C(OC=2C=C(C(=O)NC3=NN(C=C3)C)C=C(C2)O[C@H](CO)C)C1)F)S(=O)(=O)C (3-[5-Chloro-2-fluoro-4-(methylsulfonyl)phenoxy]-5-[(1S)-2-hydroxy-1-methylethoxy]-N-(1-methyl-1H-pyrazol-3-yl)benzamide). Yield: 49.5%. As a reaction SMILES: C(=O)([O-])[O-].[K+].[K+].[OH:7][C:8]1[CH:9]=[C:10]([CH:20]=[C:21]([O:23][C@@H:24]([CH3:27])[CH2:25][OH:26])[CH:22]=1)[C:11]([NH:13][C:14]1[CH:18]=[CH:17][N:16]([CH3:19])[N:15]=1)=[O:12].[Cl:28][C:29]1[CH:34]=[C:33](F)[C:32]([F:36])=[CH:31][C:30]=1[S:37]([CH3:40])(=[O:39])=[O:38].O>CN1C(=O)CCC1>[Cl:28][C:29]1[C:30]([S:37]([CH3:40])(=[O:39])=[O:38])=[CH:31][C:32]([F:36])=[C:33]([CH:34]=1)[O:7][C:8]1[CH:9]=[C:10]([CH:20]=[C:21]([O:23][C@@H:24]([CH3:27])[CH2:25][OH:26])[CH:22]=1)[C:11]([NH:13][C:14]1[CH:18]=[CH:17][N:16]([CH3:19])[N:15]=1)=[O:12] |f:0.1.2|. Procedure details: Potassium carbonate (1.00 g) was added to a solution of 3-hydroxy-5-{[(1S)-2-hydroxy-1-methylethyl]oxy}-N-(1-methyl-1H-pyrazol-3-yl)benzamide (1.41 g) and 1-chloro-4,5-difluoro-2-(methylsulfonyl)benzene (0.79 g) in NMP (20 mL). The mixture was heated to 115° C. for 3.5 hours and left to cool before being poured into water (300 mL) and extracted with ethyl acetate (2×150 mL). The combined organics were washed with water, brine and dried (MgSO4) before evaporation in vacuo. Chromatography on silic... Reactants: CCCC[Sn](CCCC)(CCCC)c1ccc(OC)cc1[N+](=O)[O-], COc1ccc(-c2nc3ccc(OC)cc3s2)c([N+](=O)[O-])c1, CCO, COc1ccc2nc(Cl)sc2c1, Cl, N, O, O, Cl[Sn]Cl. Product: COc1ccc(-c2nc3ccc(OC)cc3s2)c(N)c1. As a reaction SMILES: [CH2:13]([Sn:14]([CH2:15][CH2:16][CH2:17][CH3:18])([CH2:19][CH2:20][CH2:21][CH3:22])[c:23]1[cH:24][cH:25][c:26]([O:27][CH3:28])[cH:29][c:30]1[N+:31]([O-:32])=[O:33])[CH2:34][CH2:35][CH3:36].[CH3:37][O:38][c:39]1[cH:40][c:41]2[c:42]([n:43][c:44](-[c:46]3[c:47]([N+:54]([O-:55])=[O:56])[cH:48][c:49]([O:52][CH3:53])[cH:50][cH:51]3)[s:45]2)[cH:57][cH:58]1.[CH3:65][CH2:66][OH:67].[Cl:1][c:2]1[s:3][c:4]2[cH:5][c:6]([O:7][CH3:8])[cH:9][cH:10][c:11]2[n:12]1.[ClH:68].[NH3:64].[OH2:59].[OH2:60].[Sn:61]([Cl:62])[Cl:63]>>[CH3:37][O:38][c:39]1[cH:40][c:41]2[c:42]([n:43][c:44](-[c:46]3[c:47]([NH2:54])[cH:48][c:49]([O:52][CH3:53])[cH:50][cH:51]3)[s:45]2)[cH:57][cH:58]1.